This data is from the Open Reaction Database (ORD), a public repository of structured organic reaction records. The task is: describe an organic reaction: reactants, conditions, products, and yield Starting materials: ClC1=NC=C(C=C1)[N+](=O)[O-] (2-chloro-5-nitro-pyridine), [H-].[Na+] (NaH), ice, C(C)(C)(C)OC(=O)N1CCC(CC1)O (4-hydroxy-piperidine-1-carboxylic acid tert-butyl ester). Procedure: A suspension of pre-washed NaH (0.1 g, 2.48 mmol, 60% percent dispersion in mineral oil) in THF (2 mL) was added to an ice cold solution of 4-hydroxy-piperidine-1-carboxylic acid tert-butyl ester (0.5 g, 2.48 mmol) in dry THF (3 mL). The mixture was stirred for 20 minutes, and added to 2-chloro-5-nitro-pyridine (0.36 g, 2.26 mmol) in portions. After the addition was completed, the cooling bath was removed and the reaction mixture was stirred at 22° C. overnight. The reaction mixture was cooled i... Conditions: time 20 minute. The product is [N+](=O)([O-])C=1C=CC(=NC1)OC1CCN(CC1)C(=O)OC(C)(C)C (tert-butyl 4-(5-nitropyridin-2-yloxy)piperidine-1-carboxylate). Reaction SMILES: [H-].[Na+].[C:3]([O:7][C:8]([N:10]1[CH2:15][CH2:14][CH:13]([OH:16])[CH2:12][CH2:11]1)=[O:9])([CH3:6])([CH3:5])[CH3:4].Cl[C:18]1[CH:23]=[CH:22][C:21]([N+:24]([O-:26])=[O:25])=[CH:20][N:19]=1>C1COCC1>[N+:24]([C:21]1[CH:22]=[CH:23][C:18]([O:16][CH:13]2[CH2:14][CH2:15][N:10]([C:8]([O:7][C:3]([CH3:6])([CH3:4])[CH3:5])=[O:9])[CH2:11][CH2:12]2)=[N:19][CH:20]=1)([O-:26])=[O:25] |f:0.1|. Solvent: C1CCOC1 (THF), C1CCOC1 (THF). Reactants: FC(S(=O)(=O)O[C@H](C(=O)OC)C)(F)F ((S)-methyl 2-(trifluoromethylsulfonyloxy)propanoate), ClC=1C=NNC1 (4-Chloro-1H-pyrazole), C([O-])([O-])=O.[K+].[K+] (potassium carbonate). Run in C(C)(C)(C)OC (methyl tert-butyl ether), C(C)(=O)OCC (ethyl acetate). The product is ClC=1C=NN(C1)[C@@H](C(=O)OC)C ((R)-methyl 2-(4-chloro-1H-pyrazol-1-yl)propanoate). Yield: 83.1%. Reaction SMILES: [Cl:1][C:2]1[CH:3]=[N:4][NH:5][CH:6]=1.FC(F)(F)S(O[C@@H:13]([CH3:18])[C:14]([O:16][CH3:17])=[O:15])(=O)=O.C(=O)([O-])[O-].[K+].[K+]>C(OCC)(=O)C.C(OC)(C)(C)C>[Cl:1][C:2]1[CH:3]=[N:4][N:5]([C@H:13]([CH3:18])[C:14]([O:16][CH3:17])=[O:15])[CH:6]=1 |f:2.3.4|. Procedure: 4-Chloro-1H-pyrazole (668 mg, 6.51 mmol) was dissolved in ethyl acetate and (S)-methyl 2-(trifluoromethylsulfonyloxy)propanoate (1.538 g, 6.51 mmol) was added followed by potassium carbonate (2.70 g, 19.5 mmol) while stirring at room temperature. The reaction mixture was stirred for 18 h. The mixture was diluted with methyl tert-butyl ether (15 mL), filtered through Celite, and washed with a mixture of ethyl acetate:methyl tert-butyl ether (1:1, 15 mL×4). The filtrate was reduced in volume by ap... Reactants: C(C)(=O)OC(C(=O)OCC1=CC=CC=C1)C1CC1 (benzyl acetoxy(cyclopropyl)acetate). The solvent is CO (methanol). Product: C(C)(=O)OC(C(=O)O)C1CC1 (acetoxy(cyclopropyl)acetic acid). Isolated yield 130.1%. Reaction SMILES: [C:1]([O:4][CH:5]([CH:16]1[CH2:18][CH2:17]1)[C:6]([O:8]CC1C=CC=CC=1)=[O:7])(=[O:3])[CH3:2]>CO>[C:1]([O:4][CH:5]([CH:16]1[CH2:17][CH2:18]1)[C:6]([OH:8])=[O:7])(=[O:3])[CH3:2]. Procedure details: 1.40 g of benzyl acetoxy(cyclopropyl)acetate was added to 280 mL of methanol, followed by filtration. The filtrate was subjected to reduction using a continuous hydrogenation reactor (H-Cube (registered trademark); manufactured by ThalesNano) under the condition of CatCart (registered trademark), 10% palladium on carbon (manufactured by ThalesNano), a flow rate of 1.0 ml/min, and a pressure of 4 bar (Full H2 mode). The solvent was evaporated under reduced pressure to obtain 1.16 g of acetoxy(cyc...